Task: describe an organic reaction: reactants, conditions, products, and yield. Dataset: the Open Reaction Database (ORD), a public repository of structured organic reaction records Starting materials: NC=O, O=CO, CCC(=O)CCCc1ccccc1. Product: CCC(N)CCCc1ccccc1. RXN SMILES: [CH:14](=[O:15])[NH2:16].[CH:17]([OH:18])=[O:19].[c:1]1([CH2:7][CH2:8][CH2:9][C:10](=[O:11])[CH2:12][CH3:13])[cH:2][cH:3][cH:4][cH:5][cH:6]1>>[c:1]1([CH2:7][CH2:8][CH2:9][CH:10]([CH2:12][CH3:13])[NH2:16])[cH:2][cH:3][cH:4][cH:5][cH:6]1. Starting materials: CC(CC(C)=O)=O (2,4-pentandione), C1=CC=C(C=C1)CCBr (β-phenethyl bromide). Product: C1(=CC=CC=C1)CCCC(CC(CCCC1=CC=CC=C1)=O)=O (1,9-diphenyl-4,6-nonanedione). As a reaction SMILES: [CH3:1][C:2](=[O:7])[CH2:3][C:4](=[O:6])[CH3:5].[CH:8]1[CH:13]=[CH:12][C:11]([CH2:14][CH2:15]Br)=[CH:10][CH:9]=1>>[C:11]1([CH2:14][CH2:15][CH2:1][C:2](=[O:7])[CH2:3][C:4](=[O:6])[CH2:5][CH2:15][CH2:14][C:11]2[CH:12]=[CH:13][CH:8]=[CH:9][CH:10]=2)[CH:12]=[CH:13][CH:8]=[CH:9][CH:10]=1. Procedure details: Using 2,4-pentandione (93.8 g, 0.94 mol) and β-phenethyl bromide (405 g), the reaction was carried out in the same manner as described in Example 17, (1), and the crude product (350 g) was purified by column chromatography on silica gel (Wako Gel C-200, manufactured by Wako Pure Chemical Industries, Ltd.) with benzene as eluent to give the title compound as a pale yellow oil which was an ca 1:5 mixture of Keto/Enol as seen by the methylene singlet at δ3.43 ppm and the methine singlet at δ5.42 pp... The reactants are CC1=NN(C=C1[N+](=O)[O-])C(C)(C)C1=NN=CN1 (3-(2-(3-methyl-4-nitro-1H-pyrazol-1-yl)propan-2-yl)-4H-1,2,4-triazole), BrC(C)C (2-bromopropane), C(=O)([O-])[O-].[Cs+].[Cs+] (Cs2CO3). Run in CC#N (CH3CN), O (water). Run at temperature 50 celsius, time 8 hour. Product: C(C)(C)C1(NNC=N1)C(C)(C)N1N=C(C(=C1)[N+](=O)[O-])C (3—1-isopropyl-3-(2-(3-methyl-4-nitro-1H-pyrazol-1-yl)propan-2-yl)-1H-1,2,4-triazole). Isolated yield 68.8%. RXN SMILES: [CH3:1][C:2]1[C:6]([N+:7]([O-:9])=[O:8])=[CH:5][N:4]([C:10]([C:13]2[NH:17][CH:16]=[N:15][N:14]=2)([CH3:12])[CH3:11])[N:3]=1.Br[CH:19]([CH3:21])[CH3:20].C([O-])([O-])=O.[Cs+].[Cs+]>CC#N.O>[CH:19]([C:13]1([C:10]([N:4]2[CH:5]=[C:6]([N+:7]([O-:9])=[O:8])[C:2]([CH3:1])=[N:3]2)([CH3:12])[CH3:11])[N:17]=[CH:16][NH:15][NH:14]1)([CH3:21])[CH3:20] |f:2.3.4|. Procedure details: To a solution of 3-(2-(3-methyl-4-nitro-1H-pyrazol-1-yl)propan-2-yl)-4H-1,2,4-triazole (1.3 g, 5.5 mmol) in CH3CN (30 mL) was added 2-bromopropane (813 mg, 6.60 mmol) and Cs2CO3 (1.79 g, 5.50 mmol). The mixture was stirred at 50° C. overnight. After cooling down, the mixture was diluted with water and extracted with ethyl acetate. The organic layer was concentrated to afford the title compound (1.06 g, 70%). LC-MS (ESI): m/z=279 (M+H)+. Starting materials: BrC1=C(C=C(O)C=C1)O (4-bromoresorcinol), C1(=CC=CC=C1)B(O)O (phenylboronic acid), C([O-])([O-])=O.[Na+].[Na+] (sodium carbonate), ice water. The reagents and catalysts are C=1C=CC(=CC1)[P](C=2C=CC=CC2)(C=3C=CC=CC3)[Pd]([P](C=4C=CC=CC4)(C=5C=CC=CC5)C=6C=CC=CC6)([P](C=7C=CC=CC7)(C=8C=CC=CC8)C=9C=CC=CC9)[P](C=1C=CC=CC1)(C=1C=CC=CC1)C=1C=CC=CC1 (tetrakis(triphenylphosphine)palladium(0)). Run in COCCOC (1,2-dimethoxyethane). The product is C=1(C(=CC(=CC1)O)O)C1=CC=CC=C1 (biphenyl-2,4-diol). The yield is 61.0%. RXN SMILES: Br[C:2]1[CH:8]=[CH:7][C:5]([OH:6])=[CH:4][C:3]=1[OH:9].[C:10]1(B(O)O)[CH:15]=[CH:14][CH:13]=[CH:12][CH:11]=1.C(=O)([O-])[O-].[Na+].[Na+]>COCCOC.C1C=CC([P]([Pd]([P](C2C=CC=CC=2)(C2C=CC=CC=2)C2C=CC=CC=2)([P](C2C=CC=CC=2)(C2C=CC=CC=2)C2C=CC=CC=2)[P](C2C=CC=CC=2)(C2C=CC=CC=2)C2C=CC=CC=2)(C2C=CC=CC=2)C2C=CC=CC=2)=CC=1>[C:2]1([C:10]2[CH:15]=[CH:14][CH:13]=[CH:12][CH:11]=2)[C:3]([OH:9])=[CH:4][C:5]([OH:6])=[CH:7][CH:8]=1 |f:2.3.4,^1:34,36,55,74|. Reported procedure: The synthesis was performed with reference to the known literature (Journal of Medicinal Chemistry, Vol. 44, p. 664, 2001). A solution of 4-bromoresorcinol (0.42 g, 2.2 mmol) in 1,2-dimethoxyethane (10 mL) was successively added with phenylboronic acid (0.37 g, 3.0 mmol), and 2 M aqueous sodium carbonate (3.5 mL), and the mixture was stirred at room temperature. After the inside of the reaction vessel was replaced with argon, the reaction mixture was added with tetrakis(triphenylphosphine)pallad... The reactants are BrC=1C=C(C(=NC1)N)C=1N=NN(C1)C(C)C (5-bromo-3-(1-isopropyl-1H-[1,2,3]triazol-4-yl)-pyridin-2-ylamine), CC1(OB(OC1(C)C)C1=CC=C(C=C1)N1CCOCC1)C (4-[4-(4,4,5,5-tetramethyl-[1,3,2]dioxaborolan-2-yl)-phenyl]-morpholine), O (water), C(=O)([O-])[O-].[Cs+].[Cs+] (Cs2CO3). Reagents/catalysts: C=1C=CC(=CC1)[P](C=2C=CC=CC2)(C=3C=CC=CC3)[Pd]([P](C=4C=CC=CC4)(C=5C=CC=CC5)C=6C=CC=CC6)([P](C=7C=CC=CC7)(C=8C=CC=CC8)C=9C=CC=CC9)[P](C=1C=CC=CC1)(C=1C=CC=CC1)C=1C=CC=CC1 (Pd(PPh3)4). Run in O1CCOCC1 (1,4-dioxane), CCOC(=O)C (EtOAc). Run at temperature 100 celsius, time 16 hour. The product is C(C)(C)N1N=NC(=C1)C=1C(=NC=C(C1)C1=CC=C(C=C1)N1CCOCC1)N (3-(1-Isopropyl-1H-[1,2,3]triazol-4-yl)-5-(4-morpholin-4-yl-phenyl)-pyridin-2-ylamine). As a reaction SMILES: Br[C:2]1[CH:3]=[C:4]([C:9]2[N:10]=[N:11][N:12]([CH:14]([CH3:16])[CH3:15])[CH:13]=2)[C:5]([NH2:8])=[N:6][CH:7]=1.CC1(C)C(C)(C)OB([C:25]2[CH:30]=[CH:29][C:28]([N:31]3[CH2:36][CH2:35][O:34][CH2:33][CH2:32]3)=[CH:27][CH:26]=2)O1.O.C([O-])([O-])=O.[Cs+].[Cs+]>O1CCOCC1.CCOC(C)=O.C1C=CC([P]([Pd]([P](C2C=CC=CC=2)(C2C=CC=CC=2)C2C=CC=CC=2)([P](C2C=CC=CC=2)(C2C=CC=CC=2)C2C=CC=CC=2)[P](C2C=CC=CC=2)(C2C=CC=CC=2)C2C=CC=CC=2)(C2C=CC=CC=2)C2C=CC=CC=2)=CC=1>[CH:14]([N:12]1[CH:13]=[C:9]([C:4]2[C:5]([NH2:8])=[N:6][CH:7]=[C:2]([C:25]3[CH:26]=[CH:27][C:28]([N:31]4[CH2:32][CH2:33][O:34][CH2:35][CH2:36]4)=[CH:29][CH:30]=3)[CH:3]=2)[N:10]=[N:11]1)([CH3:16])[CH3:15] |f:3.4.5,^1:60,62,81,100|. Procedure details: To a solution of 5-bromo-3-(1-isopropyl-1H-[1,2,3]triazol-4-yl)-pyridin-2-ylamine (100 mg, 0.35 mmol) and 4-[4-(4,4,5,5-tetramethyl-[1,3,2]dioxaborolan-2-yl)-phenyl]-morpholine (88 mg, 0.42 mmol) in 1,4-dioxane (7.0 mL)/water (3.0 mL) was added Cs2CO3 (227 mg, 0.70 mmol) at room temperature. The reaction mixture was purged with argon for 30 min. Then Pd(PPh3)4 (20.2 mg, 0.017 mmol) was added and allowed to stir at 100° C. for 16 h. The reaction mixture was cooled to RT, diluted with EtOAc (50 mL... The reactants are CC(=O)Oc1ccc(C(=O)O)cc1, ClCCl, Cc1ccc([N+](=O)[O-])cc1N, O=C(Cl)C(=O)Cl, CN(C)C=O, c1ccncc1. The product is CC(=O)Oc1ccc(C(=O)Nc2cc([N+](=O)[O-])ccc2C)cc1. RXN SMILES: [C:7]([CH3:8])(=[O:9])[O:10][c:11]1[cH:12][cH:13][c:14]([C:15](=[O:16])[OH:17])[cH:18][cH:19]1.[CH2:36]([Cl:37])[Cl:38].[CH3:25][c:26]1[c:27]([NH2:28])[cH:29][c:30]([N+:33](=[O:34])[O-:35])[cH:31][cH:32]1.[Cl:1][C:2]([C:3]([Cl:4])=[O:5])=[O:6].[O:20]=[CH:21][N:22]([CH3:23])[CH3:24].[cH:39]1[cH:40][cH:41][n:42][cH:43][cH:44]1>>[C:7]([CH3:8])(=[O:9])[O:10][c:11]1[cH:12][cH:13][c:14]([C:15](=[O:17])[NH:28][c:27]2[c:26]([CH3:25])[cH:32][cH:31][c:30]([N+:33](=[O:34])[O-:35])[cH:29]2)[cH:18][cH:19]1. Reactants: Cl.NCCCN1C(=C2C=CC=CC2=C1)C1=CC=C(C=C1)Cl (2-(3-aminopropyl)-1-(4-chlorophenyl)isoindole, hydrochloride), C([O-])([O-])=O.[Na+].[Na+] (sodium carbonate). Solvent: O (water). The product is ClC1=CC=C(C=C1)C1(N2C(C3=CC=CC=C13)=NCCC2)O (6-(4-chlorophenyl)-2,3,4,6-tetrahydropyrimido[2,1-a]isoindol-6-ol). Reaction SMILES: Cl.[NH2:2][CH2:3][CH2:4][CH2:5][N:6]1[CH:14]=[C:13]2[C:8]([CH:9]=[CH:10][CH:11]=[CH:12]2)=[C:7]1[C:15]1[CH:20]=[CH:19][C:18]([Cl:21])=[CH:17][CH:16]=1.C(=O)([O-])[O-:23].[Na+].[Na+]>O>[Cl:21][C:18]1[CH:17]=[CH:16][C:15]([C:7]2([OH:23])[C:8]3[C:13](=[CH:12][CH:11]=[CH:10][CH:9]=3)[C:14]3=[N:2][CH2:3][CH2:4][CH2:5][N:6]23)=[CH:20][CH:19]=1 |f:0.1,2.3.4|. Reported procedure: The 2-(3-aminopropyl)-1-(4-chlorophenyl)isoindole, hydrochloride (2 gms.) is dissolved in water and neutralized with a sodium carbonate solution. The regenerated base is extracted with ethyl acetate, dried over magnesium sulfate and evaporated to dryness. The residue is dissolved in 250 ml. of ethanol and air is bubbled through the solution for 48 hours. The precipitated white crystalline solid is separated by filtration and upon recrystallization from dimethylformamide there is obtained 6-(4-ch...